Dataset: the Open Reaction Database (ORD), a public repository of structured organic reaction records. Task: describe an organic reaction: reactants, conditions, products, and yield Reactants: CC(C)C[Al+]CC(C)C, C[N+]1([O-])CCOCC1, Cc1ccccc1, CC#N, CCOC(=O)c1c[nH]c(-c2ccccc2C(F)(F)F)c1, [H-], [Mg+2], O=S(=O)([O-])[O-], C1CCOC1, O. Yields the product O=Cc1c[nH]c(-c2ccccc2C(F)(F)F)c1. As a reaction SMILES: [CH2:22]([Al+:23][CH2:24][CH:25]([CH3:26])[CH3:27])[CH:28]([CH3:29])[CH3:30].[CH3:37][N+:38]1([O-:44])[CH2:39][CH2:40][O:41][CH2:42][CH2:43]1.[CH3:50][c:51]1[cH:52][cH:53][cH:54][cH:55][cH:56]1.[CH3:57][C:58]#[N:59].[F:1][C:2]([c:3]1[c:4](-[c:9]2[cH:10][c:11]([C:14](=[O:15])[O:16][CH2:17][CH3:18])[cH:12][nH:13]2)[cH:5][cH:6][cH:7][cH:8]1)([F:19])[F:20].[H-:21].[Mg+2:31].[O-:32][S:33](=[O:34])(=[O:35])[O-:36].[O:45]1[CH2:46][CH2:47][CH2:48][CH2:49]1.[OH2:60]>>[F:1][C:2]([c:3]1[c:4](-[c:9]2[cH:10][c:11]([CH:14]=[O:15])[cH:12][nH:13]2)[cH:5][cH:6][cH:7][cH:8]1)([F:19])[F:20]. Starting materials: CC(C)(C)OC(=O)N1CCCC1C=O, Nc1cnc(-c2cccnc2)nc1Oc1ccc(NC(=O)OCc2ccccc2)cc1, ClCCCl, O. The product is CC(C)(C)OC(=O)N1CCCC1CNc1cnc(-c2cccnc2)nc1Oc1ccc(NC(=O)OCc2ccccc2)cc1. RXN SMILES: [C:32](=[O:33])([O:34][C:35]([CH3:36])([CH3:37])[CH3:38])[N:39]1[CH:40]([CH:41]=[O:42])[CH2:43][CH2:44][CH2:45]1.[CH2:1]([c:2]1[cH:3][cH:4][cH:5][cH:6][cH:7]1)[O:8][C:9]([NH:10][c:11]1[cH:12][cH:13][c:14]([O:17][c:18]2[n:19][c:20](-[c:25]3[cH:26][n:27][cH:28][cH:29][cH:30]3)[n:21][cH:22][c:23]2[NH2:24])[cH:15][cH:16]1)=[O:31].[Cl:46][CH2:47][CH2:48][Cl:49].[OH2:50]>>[CH2:1]([c:2]1[cH:3][cH:4][cH:5][cH:6][cH:7]1)[O:8][C:9]([NH:10][c:11]1[cH:12][cH:13][c:14]([O:17][c:18]2[n:19][c:20](-[c:25]3[cH:26][n:27][cH:28][cH:29][cH:30]3)[n:21][cH:22][c:23]2[NH:24][CH2:41][CH:40]2[N:39]([C:32](=[O:33])[O:34][C:35]([CH3:36])([CH3:37])[CH3:38])[CH2:45][CH2:44][CH2:43]2)[cH:15][cH:16]1)=[O:31]. Reactants: O=C([O-])[O-], CI, CC(C)=O, [K+], [K+], O, COC(=O)c1c(O)cnc2ccccc12. The product is COC(=O)c1c(OC)cnc2ccccc12. Reaction SMILES: [C:16](=[O:17])([O-:18])[O-:19].[CH3:22][I:23].[CH3:24][C:25](=[O:26])[CH3:27].[K+:20].[K+:21].[OH2:28].[OH:1][c:2]1[cH:3][n:4][c:5]2[cH:6][cH:7][cH:8][cH:9][c:10]2[c:11]1[C:12](=[O:13])[O:14][CH3:15]>>[O:1]([c:2]1[cH:3][n:4][c:5]2[cH:6][cH:7][cH:8][cH:9][c:10]2[c:11]1[C:12](=[O:13])[O:14][CH3:15])[CH3:16]. The reagents and catalysts are C(C)N(CC)CC (triethylamine). The reactants are ClCC[C@H](O)C1=CC=CC=C1 ((S)-3-chloro-1-phenyl-1-propanol), [I-].[Na+] (sodium iodide). As a reaction SMILES: Cl[CH2:2][CH2:3][C@@H:4]([C:6]1[CH:11]=[CH:10][CH:9]=[CH:8][CH:7]=1)[OH:5].[I-:12].[Na+]>C(N(CC)CC)C.C(C(C)=O)C>[I:12][CH2:2][CH2:3][C@@H:4]([C:6]1[CH:11]=[CH:10][CH:9]=[CH:8][CH:7]=1)[OH:5] |f:1.2|. Procedure: Commerically available (S)-3-chloro-1-phenyl-1-propanol (6 g) was heated with excess sodium iodide (4 equiv., 18 g) and a few drops of triethylamine in 30 mL of methyl ethyl ketone at 100° C. for 20 hours. A sample was taken and monitored by NMR to determine the extent of conversion. The solvent was removed in vacuo and the residue was taken up in dichloromethane and filtered to remove the salts and the iodoalcohol was purified by flash chromatography to yield 6.9 g of product. The solvent is C(C)C(=O)C (methyl ethyl ketone). Isolated yield 74.9%. Yields the product ICC[C@H](O)C1=CC=CC=C1 ((S)-3-Iodo-1-phenyl-1-propanol). Reactants: C(C)N1N=CC=C1B1OC(C(O1)(C)C)(C)C (1-ethyl-5-(4,4,5,5-tetramethyl-1,3,2-dioxaborolan-2-yl)-1H-pyrazole), C([O-])([O-])=O.[K+].[K+] (potassium carbonate), BrC=1C=C(SC1Cl)C(=O)OC (methyl 4-bromo-5-chloro-2-thiophenecarboxylate). Reagents/catalysts: CC(C)([P](C(C)(C)C)([Pd][P](C(C)(C)C)(C(C)(C)C)C(C)(C)C)C(C)(C)C)C (bis(tri-t-butylphosphine)palladium(0)). Solvent: COCCOC (1,2-dimethoxyethane), O (H2O), C(Cl)Cl (DCM). Conditions: temperature 70 celsius, time 3 hour. The product is ClC1=C(C=C(S1)C(=O)OC)C1=CC=NN1CC (methyl 5-chloro-4-(1-ethyl-1H-pyrazol-5-yl)-2-thiophenecarboxylate). RXN SMILES: [CH2:1]([N:3]1[C:7](B2OC(C)(C)C(C)(C)O2)=[CH:6][CH:5]=[N:4]1)[CH3:2].C(=O)([O-])[O-].[K+].[K+].Br[C:24]1[CH:25]=[C:26]([C:30]([O:32][CH3:33])=[O:31])[S:27][C:28]=1[Cl:29]>COCCOC.O.C(Cl)Cl.CC(C)([P](C(C)(C)C)([Pd][P](C(C)(C)C)(C(C)(C)C)C(C)(C)C)C(C)(C)C)C>[Cl:29][C:28]1[S:27][C:26]([C:30]([O:32][CH3:33])=[O:31])=[CH:25][C:24]=1[C:7]1[N:3]([CH2:1][CH3:2])[N:4]=[CH:5][CH:6]=1 |f:1.2.3,^1:46,52|. Procedure details: To a 100 mL sealed flask was added 1-ethyl-5-(4,4,5,5-tetramethyl-1,3,2-dioxaborolan-2-yl)-1H-pyrazole (2.61 g, 11.74 mmol), potassium carbonate (3.25 g, 23.48 mmol), methyl 4-bromo-5-chloro-2-thiophenecarboxylate (2 g, 7.83 mmol) and bis(tri-t-butylphosphine)palladium(0) (0.4 g, 0.78 mmol) in 1,2-dimethoxyethane (DME) (50 mL) and H2O (10 ml). After stirring for 3 h at 70° C., the reaction solution was diluted with DCM (100 mL) and washed with H2O. The organic layer was dried Na2SO4, filtered an... The reactants are C1(CCCCC1)=O (cyclohexanone), C(OCC)(OCC)=O (diethyl carbonate), [H-].[Na+] (NaH), II, III. Solvent: C1CCOC1 (THF). Yields the product O=C1C(CCCC1)C(=O)OCC (ethyl 2-oxocyclohexanecarboxy late). Reaction SMILES: [C:1]1(=[O:7])[CH2:6][CH2:5][CH2:4][CH2:3][CH2:2]1.[C:8](=O)([O:12]CC)[O:9][CH2:10][CH3:11].[H-].[Na+]>C1COCC1>[O:7]=[C:1]1[CH2:6][CH2:5][CH2:4][CH2:3][CH:2]1[C:8]([O:9][CH2:10][CH3:11])=[O:12] |f:2.3|. Reported procedure: The compounds of this invention may be prepared using methods known to those skilled in the art, or the novel methods of this invention. Specifically, the compounds of this invention with Formula I, II or III can be prepared as illustrated by the exemplary reaction in Scheme 1. Reaction of cyclohexanone with diethyl carbonate in THF in the presence of NaH produced ethyl 2-oxocyclohexanecarboxy late. Reaction of ethyl 2-oxocyclohexanecarboxylate with urea at 175-185° C. produced 5,6,7,8-tetrahydr... As a reaction SMILES: [Br:7][CH2:8][C:9](=[O:10])[O:11][CH2:12][CH3:13].[CH:14]1([SH:19])[CH2:15][CH2:16][CH2:17][CH2:18]1.[K+:1].[K+:2].[O-:3][C:4]([O-:5])=[O:6].[O:20]=[CH:21][N:22]([CH3:23])[CH3:24].[OH2:25]>>[CH2:8]([C:9](=[O:10])[O:11][CH2:12][CH3:13])[S:19][CH:14]1[CH2:15][CH2:16][CH2:17][CH2:18]1. Reactants: CCOC(=O)CBr, SC1CCCC1, [K+], [K+], O=C([O-])[O-], CN(C)C=O, O. The product is CCOC(=O)CSC1CCCC1.